Dataset: the Open Reaction Database (ORD), a public repository of structured organic reaction records. Task: describe an organic reaction: reactants, conditions, products, and yield The reactants are O=C(O)C1Cc2cocc2C1, CCC(OC)OC, CO, O=S(=O)(O)O. The product is COC(=O)C1Cc2cocc2C1. Reaction SMILES: [C:1](=[O:2])([OH:3])[CH:4]1[CH2:5][c:6]2[c:7]([cH:8][o:9][cH:10]2)[CH2:11]1.[CH3:12][O:13][CH:14]([O:15][CH3:16])[CH2:17][CH3:18].[CH3:24][OH:25].[S:19](=[O:20])(=[O:21])([OH:22])[OH:23]>>[C:1](=[O:2])([O:3][CH3:12])[CH:4]1[CH2:5][c:6]2[c:7]([cH:8][o:9][cH:10]2)[CH2:11]1. The reactants are C(C)OC(=O)C1=CC(=CC=2N1N=C(N2)N)C=2C=NC(=NC2)N(C)C (2-Amino-7-(2-dimethylamino-pyrimidin-5-yl)-[1,2,4]triazolo[1,5-a]pyridine-5-carboxylic acid ethyl ester), C(C)OC(=O)C1=CC(=CC=2N1N=C(N2)N)Br (2-amino-7-bromo-[1,2,4]triazolo[1,5-a]pyridine-5-carboxylic acid ethyl ester), CN(C1=NC=C(C=N1)B(O)O)C (2-dimethylamino-pyrimidin-5-boronic acid). Yields the product NC1=NN2C(C=C(C=C2C(=O)NN)C=2C=NC(=NC2)N(C)C)=N1 (2-amino-7-(2-dimethylamino-pyrimidin-5-yl)-[1,2,4]triazolo[1,5-a]pyridine-5-carboxylic acid hydrazide). RXN SMILES: C([O:3][C:4]([C:6]1[N:11]2[N:12]=[C:13]([NH2:15])[N:14]=[C:10]2[CH:9]=[C:8]([C:16]2[CH:17]=[N:18][C:19]([N:22]([CH3:24])[CH3:23])=[N:20][CH:21]=2)[CH:7]=1)=O)C.C(OC(C1[N:35]2[N:36]=C(N)N=C2C=C(Br)C=1)=O)C.CN(C)C1N=CC(B(O)O)=CN=1>>[NH2:15][C:13]1[N:14]=[C:10]2[CH:9]=[C:8]([C:16]3[CH:21]=[N:20][C:19]([N:22]([CH3:24])[CH3:23])=[N:18][CH:17]=3)[CH:7]=[C:6]([C:4]([NH:35][NH2:36])=[O:3])[N:11]2[N:12]=1. Procedure: 2-Amino-7-(2-dimethylamino-pyrimidin-5-yl)-[1,2,4]triazolo[1,5-a]pyridine-5-carboxylic acid ethyl ester, was prepared analogously to Example 28, Step 3, except 2-amino-7-bromo-[1,2,4]triazolo[1,5-a]pyridine-5-carboxylic acid ethyl ester (10.0 g, 35.1 mmol) was used as the starting material (which may be prepared as described in Example 6) and 2-dimethylamino-pyrimidin-5-boronic acid was used in place of 3-pyridyl-boronic acid to give 2-amino-7-(2-dimethylamino-pyrimidin-5-yl)-[1,2,4]triazolo[1,5...